Dataset: the Open Reaction Database (ORD), a public repository of structured organic reaction records. Task: describe an organic reaction: reactants, conditions, products, and yield The solvent is C(C)O (ethanol). The product is NC1=C(C=C(C(=N1)N1C=C(C(C2=CC(=C(C(=C12)Br)N1CC(C1)NC)F)=O)C(=O)O)F)F (1-(6-amino-3,5-difluoropyridine-2-yl)-8-bromo-6-fluoro-7-(3-methylaminoazetidine-1 -yl)-4-oxo-1,4-dihydroquinoline-3-carboxylic acid). RXN SMILES: CN(C)C=O.[NH2:6][C:7]1[N:12]=[C:11]([N:13]2[C:22]3[C:17](=[CH:18][C:19]([F:25])=[C:20](F)[C:21]=3[Br:23])[C:16](=[O:26])[C:15]([C:27]([OH:29])=[O:28])=[CH:14]2)[C:10]([F:30])=[CH:9][C:8]=1[F:31].Cl.Cl.[CH3:34][NH:35][CH:36]1[CH2:39][NH:38][CH2:37]1.CN1CCCC1>C(O)C>[NH2:6][C:7]1[N:12]=[C:11]([N:13]2[C:22]3[C:17](=[CH:18][C:19]([F:25])=[C:20]([N:38]4[CH2:39][CH:36]([NH:35][CH3:34])[CH2:37]4)[C:21]=3[Br:23])[C:16](=[O:26])[C:15]([C:27]([OH:29])=[O:28])=[CH:14]2)[C:10]([F:30])=[CH:9][C:8]=1[F:31] |f:2.3.4|. Yield: 82.4%. Run at temperature 90 celsius, time 1 hour. Reported procedure: To 800 mg of N,N-dimethylformamide were added 260 mg of 1-(6-amino-3,5-difluoropyridine-2-yl)-8-bromo-6,7-difluoro-4-oxo-1,4-dihydroquinoline-3-carboxylic acid, 130 mg of 3-methylaminoazetidine dihydrochloride, and 300 mg of N-methylpyrrolidine, and the mixture was stirred at 90° C. for 1 hour. After adding 0.5 ml of ethanol, the mixture was allowed to cool, and the precipitate was collected by filtration and washed with ethanol and diisopropylether successively to obtain 247 mg of the title com... Reactants: CN(C=O)C (N,N-dimethylformamide), NC1=C(C=C(C(=N1)N1C=C(C(C2=CC(=C(C(=C12)Br)F)F)=O)C(=O)O)F)F (1-(6-amino-3,5-difluoropyridine-2-yl)-8-bromo-6,7-difluoro-4-oxo-1,4-dihydroquinoline-3-carboxylic acid), Cl.Cl.CNC1CNC1 (3-methylaminoazetidine dihydrochloride), CN1CCCC1 (N-methylpyrrolidine).